Task: describe an organic reaction: reactants, conditions, products, and yield. Dataset: the Open Reaction Database (ORD), a public repository of structured organic reaction records Reactants: COC(=O)C(=CC(C)C)c1ccc(S(C)(=O)=O)cc1, CCO, [Na+], [OH-]. The product is CC(C)C=C(C(=O)O)c1ccc(S(C)(=O)=O)cc1. As a reaction SMILES: [CH3:1][O:2][C:3]([C:4](=[CH:5][CH:6]([CH3:7])[CH3:8])[c:9]1[cH:10][cH:11][c:12]([S:15](=[O:16])(=[O:17])[CH3:18])[cH:13][cH:14]1)=[O:19].[CH3:22][CH2:23][OH:24].[Na+:21].[OH-:20]>>[O:2]=[C:3]([C:4](=[CH:5][CH:6]([CH3:7])[CH3:8])[c:9]1[cH:10][cH:11][c:12]([S:15](=[O:16])(=[O:17])[CH3:18])[cH:13][cH:14]1)[OH:19]. The reactants are ClCCl, O=S(=O)(O)Cl, O=C(N1CCC(Cc2ccccc2)CC1)C(F)(F)F, O. Product: O=C(N1CCC(Cc2ccc(S(=O)(=O)Cl)cc2)CC1)C(F)(F)F. Reaction SMILES: [CH2:20]([Cl:21])[Cl:22].[Cl:23][S:24](=[O:25])(=[O:26])[OH:27].[F:1][C:2]([C:3](=[O:4])[N:5]1[CH2:6][CH2:7][CH:8]([CH2:11][c:12]2[cH:13][cH:14][cH:15][cH:16][cH:17]2)[CH2:9][CH2:10]1)([F:18])[F:19].[OH2:28]>>[F:1][C:2]([C:3](=[O:4])[N:5]1[CH2:6][CH2:7][CH:8]([CH2:11][c:12]2[cH:13][cH:14][c:15]([S:24]([Cl:23])(=[O:25])=[O:26])[cH:16][cH:17]2)[CH2:9][CH2:10]1)([F:18])[F:19]. The reactants are Br (HBr), C1(=C(C(=CC(=C1)C)C)S(=O)(=O)N(CCCCCN)CCCCCN)C (7-Mesitylenesulfonyl-1,7,13-triazatridecane), C1(=CC=CC=C1)O (phenol), C(Cl)(Cl)Cl (CHCl3). Yields the product 0.97, Cl.Cl.Cl.NCCCCCNCCCCCN (1,7,13-Triazatridecane Trihydrochloride). Yield: 61.0%. RXN SMILES: Br.C1(C)C=C(C)C=C(C)C=1S([N:13]([CH2:20][CH2:21][CH2:22][CH2:23][CH2:24][NH2:25])[CH2:14][CH2:15][CH2:16][CH2:17][CH2:18][NH2:19])(=O)=O.C1(O)C=CC=CC=1.C(Cl)(Cl)[Cl:35]>>[ClH:35].[ClH:35].[ClH:35].[NH2:25][CH2:24][CH2:23][CH2:22][CH2:21][CH2:20][NH:13][CH2:14][CH2:15][CH2:16][CH2:17][CH2:18][NH2:19] |f:4.5.6.7|. Procedure: HBr (30% in HOAc, 26 mL), 42 (2.0 g, 5.42 mmol), and phenol (4.8 g, 51 mmol) in CHCl3 (40 mL) were reacted, and product was isolated by the method of 2 to give 0.97 (61%) of 24 as a white solid: NMR (D2O) δ 1.45 (m, 4 H), 1.70 (m, 8 H), 3.01 (m, 8 H). Anal. (C10H28Cl3N3) C, H, N. Reactants: C(C)(C)(C)OC(NC(=N)C=1SC(=C(C1)S(=O)(=O)C1=CC(=CC=C1)Br)SC)=O ({[4-(3-Bromo-benzenesulfonyl)-5-methylsulfanyl-thiophen-2-yl]-imino-methyl}-carbamic acid tert-butyl ester), C(=O)(C(F)(F)F)O.C(Cl)Cl (TFA DCM), C(C)(C)(C)OC(COCC1=C(C(=CC=C1)C)B1OC(C(O1)(C)C)(C)C)=O ([3-methyl-2-(4,4,5,5-tetramethyl-[1,3,2]dioxaborolan-2-yl)-benzyloxy]-acetic acid tert-butyl ester), C(=O)([O-])[O-].[Na+].[Na+] (Na2CO3). Reagents/catalysts: C=1C=CC(=CC1)[P](C=2C=CC=CC2)(C=3C=CC=CC3)[Pd]([P](C=4C=CC=CC4)(C=5C=CC=CC5)C=6C=CC=CC6)([P](C=7C=CC=CC7)(C=8C=CC=CC8)C=9C=CC=CC9)[P](C=1C=CC=CC1)(C=1C=CC=CC1)C=1C=CC=CC1 (Pd(PPh3)4). Run in C(C)O (ethanol), C1(=CC=CC=C1)C (toluene). The product is FC(C(=O)O)(F)F.C(N)(=N)C1=CC(=C(S1)SC)S(=O)(=O)C=1C=C(C=CC1)C1=CC=C(C=C1C)COCC(=O)O ([3′(5-Carbamimidoyl-2-methylsulfanyl-thiophene-3-sulfonyl)-6-methyl-biphenyl-4-ylmethoxy]-acetic acid trifluoroacetate). The yield is 22.0%. RXN SMILES: C(OC(=O)[NH:7][C:8]([C:10]1[S:11][C:12]([S:25][CH3:26])=[C:13]([S:15]([C:18]2[CH:23]=[CH:22][CH:21]=[C:20](Br)[CH:19]=2)(=[O:17])=[O:16])[CH:14]=1)=[NH:9])(C)(C)C.C([O:32][C:33](=[O:53])[CH2:34][O:35][CH2:36][C:37]1[CH:42]=[CH:41][CH:40]=[C:39]([CH3:43])[C:38]=1B1OC(C)(C)C(C)(C)O1)(C)(C)C.C([O-])([O-])=O.[Na+].[Na+].[C:60]([OH:66])([C:62]([F:65])([F:64])[F:63])=[O:61].C(Cl)Cl>C1C=CC([P]([Pd]([P](C2C=CC=CC=2)(C2C=CC=CC=2)C2C=CC=CC=2)([P](C2C=CC=CC=2)(C2C=CC=CC=2)C2C=CC=CC=2)[P](C2C=CC=CC=2)(C2C=CC=CC=2)C2C=CC=CC=2)(C2C=CC=CC=2)C2C=CC=CC=2)=CC=1.C1(C)C=CC=CC=1.C(O)C>[F:63][C:62]([F:65])([F:64])[C:60]([OH:66])=[O:61].[C:8]([C:10]1[S:11][C:12]([S:25][CH3:26])=[C:13]([S:15]([C:18]2[CH:19]=[C:20]([C:40]3[C:39]([CH3:43])=[CH:38][C:37]([CH2:36][O:35][CH2:34][C:33]([OH:53])=[O:32])=[CH:42][CH:41]=3)[CH:21]=[CH:22][CH:23]=2)(=[O:16])=[O:17])[CH:14]=1)(=[NH:9])[NH2:7] |f:2.3.4,5.6,10.11,^1:73,75,94,113|. Reported procedure: The procedure used in Example 1: step c was followed using {[4-(3-bromo-benzenesulfonyl)-5-methylsulfanyl-thiophen-2-yl]-imino-methyl}-carbamic acid tert-butyl ester ((Example 27: step c) 123 mg, 0.25 mmol), [3-methyl-2-(4,4,5,5-tetramethyl-[1,3,2]dioxaborolan-2-yl)-benzyloxy]-acetic acid tert-butyl ester ((Example 299: step c) 270 mg, 0.75 mmol), Na2CO3 (2M, 1.5 mL, 3 mmol), Pd(PPh3)4 (66 mg, 0.06 mmol), ethanol (1.5 mL) and toluene (3 mL). Analogous aqueous workup yielded 417 mg of crude mater...